This data is from the Open Reaction Database (ORD), a public repository of structured organic reaction records. The task is: describe an organic reaction: reactants, conditions, products, and yield The reactants are CC(C(C)(C)O1)(C)OB1C2=CN(C)C3=C2C=CC=C3, BrC1=CC2=C(C=C1)C=CN2. The reagents and catalysts are CC(C)(C)C1=CC=C(C=C1)C2=CC=C(C=C2)C(C)(C)C, C(=O)([O-])[O-].[Na+].[Na+], C1=CC=C(C=C1)P(C2=CC=CC=C2)C3=CC=CC=C3.C1=CC=C(C=C1)P(C2=CC=CC=C2)C3=CC=CC=C3.C1=CC=C(C=C1)P(C2=CC=CC=C2)C3=CC=CC=C3.C1=CC=C(C=C1)P(C2=CC=CC=C2)C3=CC=CC=C3.[Pd]. Run in COCCOC, O (water), COCCOC. Reaction conditions: temperature 85 celsius, time 24 hour. The product is CN1C=C(C2=CC3=C(C=C2)C=CN3)C4=C1C=CC=C4. Isolated yield 89.0%. The reactants are C(C)N(CC)CC1=CC=2CN(CCC2O1)C(CCCCCC1=CC=CC=C1)=O (1-(2-Diethylaminomethyl-6,7-dihydro-4H-furo[3,2-c]pyridin-5-yl)-6-phenylhexan-1-one), Cl (hydrogen chloride). Solvent: CO (methanol), CO (methanol). The product is Cl.C(C)N(CC)CC1=CC=2CN(CCC2O1)C(CCCCCC1=CC=CC=C1)=O (1-(2-diethylaminomethyl-6,7-dihydro-4H-furo[3,2-c]pyridin-5-yl)-6-phenylhexan-1-one hydrochloride). Reaction SMILES: [CH2:1]([N:3]([CH2:6][C:7]1[O:15][C:14]2[CH2:13][CH2:12][N:11]([C:16](=[O:28])[CH2:17][CH2:18][CH2:19][CH2:20][CH2:21][C:22]3[CH:27]=[CH:26][CH:25]=[CH:24][CH:23]=3)[CH2:10][C:9]=2[CH:8]=1)[CH2:4][CH3:5])[CH3:2].[ClH:29]>CO>[ClH:29].[CH2:1]([N:3]([CH2:6][C:7]1[O:15][C:14]2[CH2:13][CH2:12][N:11]([C:16](=[O:28])[CH2:17][CH2:18][CH2:19][CH2:20][CH2:21][C:22]3[CH:27]=[CH:26][CH:25]=[CH:24][CH:23]=3)[CH2:10][C:9]=2[CH:8]=1)[CH2:4][CH3:5])[CH3:2] |f:3.4|. Procedure: 1-(2-Diethylaminomethyl-6,7-dihydro-4H-furo[3,2-c]pyridin-5-yl)-6-phenylhexan-1-one 0.209 g was dissolved in 2 ml of methanol; hydrogen chloride in methanol was added in excess, followed by stirring. After this mixture was concentrated, diethyl ether was added; the resulting solid was filtered and washed with diethyl ether to yield the desired product. Reactants: C(CCCC)(=O)Cl (valeryl chloride), [N+](=O)([O-])C1=C(N)C=CC(=C1)OC (2-nitro-4-methoxy-aniline), O (water). Solvent: N1=CC=CC=C1 (pyridine). Reaction conditions: temperature 0 celsius. The product is C(CCCC)(=O)NC1=C(C=C(C=C1)OC)[N+](=O)[O-] (2-Pentanoylamino-5-methoxy-nitrobenzene). RXN SMILES: [N+:1]([C:4]1[CH:10]=[C:9]([O:11][CH3:12])[CH:8]=[CH:7][C:5]=1[NH2:6])([O-:3])=[O:2].[C:13](Cl)(=[O:18])[CH2:14][CH2:15][CH2:16][CH3:17].O>N1C=CC=CC=1>[C:13]([NH:6][C:5]1[CH:7]=[CH:8][C:9]([O:11][CH3:12])=[CH:10][C:4]=1[N+:1]([O-:3])=[O:2])(=[O:18])[CH2:14][CH2:15][CH2:16][CH3:17]. Procedure: 4.2 g (0.025 mol) of 2-nitro-4-methoxy-aniline are dissolved in 30 ml of pyridine, cooled to 0° C. and treated with 3.3 g (0.0275 mol) of valeryl chloride with stirring. After stirring for 1 hour at ambient temperature, the mixture is poured into iced water, the crystals are filtered off under suction and dried. The reactants are BrC=1C2=C(SC1C)C=C(C=C2)CCO (3-bromo-6-(2-hydroxyethyl)-2-methylbenzo[b]thiophene), C1(=CC=CC=C1)C (toluene), C(CCC)[Li] (n-butyl lithium), C(=O)=O (carbon dioxide). Run in CCOCC (ether). The product is OCCC=1C=CC2=C(SC(=C2C(=O)O)C)C1 (6-(2-hydroxyethyl)-2-methylbenzo[b]thiophene-3-carboxylic acid). As a reaction SMILES: Br[C:2]1[C:3]2[CH:11]=[CH:10][C:9]([CH2:12][CH2:13][OH:14])=[CH:8][C:4]=2[S:5][C:6]=1[CH3:7].C([Li])CCC.[C:20](=[O:22])=[O:21].C1(C)C=CC=CC=1>CCOCC>[OH:14][CH2:13][CH2:12][C:9]1[CH:10]=[CH:11][C:3]2[C:2]([C:20]([OH:22])=[O:21])=[C:6]([CH3:7])[S:5][C:4]=2[CH:8]=1. Reported procedure: Successive treatment of 3-bromo-6-(2-hydroxyethyl)-2-methylbenzo[b]thiophene with n-butyl lithium in ether followed by carbon dioxide according to the method of Example 11(ii) gave 6-(2-hydroxyethyl)-2-methylbenzo[b]thiophene-3-carboxylic acid, m.p. 166°-169° C. (from toluene).